Dataset: the Open Reaction Database (ORD), a public repository of structured organic reaction records. Task: describe an organic reaction: reactants, conditions, products, and yield Starting materials: CCOC(=O)c1sc(N2CCC(NC(=O)c3nc(Cl)c(CC)[nH]3)C(OC(C)C)C2)nc1C(=O)NCCOC, [Li+], C1CCOC1, [OH-], O, O. Product: CCc1[nH]c(C(=O)NC2CCN(c3nc(C(=O)NCCOC)c(C(=O)O)s3)CC2OC(C)C)nc1Cl. RXN SMILES: [Cl:1][c:2]1[n:3][c:4]([C:9](=[O:10])[NH:11][CH:12]2[CH:13]([O:35][CH:36]([CH3:37])[CH3:38])[CH2:14][N:15]([c:18]3[s:19][c:20]([C:30](=[O:31])[O:32][CH2:33][CH3:34])[c:21]([C:23]([NH:24][CH2:25][CH2:26][O:27][CH3:28])=[O:29])[n:22]3)[CH2:16][CH2:17]2)[nH:5][c:6]1[CH2:7][CH3:8].[Li+:41].[O:43]1[CH2:44][CH2:45][CH2:46][CH2:47]1.[OH-:40].[OH2:39].[OH2:42]>>[Cl:1][c:2]1[n:3][c:4]([C:9](=[O:10])[NH:11][CH:12]2[CH:13]([O:35][CH:36]([CH3:37])[CH3:38])[CH2:14][N:15]([c:18]3[s:19][c:20]([C:30](=[O:31])[OH:32])[c:21]([C:23]([NH:24][CH2:25][CH2:26][O:27][CH3:28])=[O:29])[n:22]3)[CH2:16][CH2:17]2)[nH:5][c:6]1[CH2:7][CH3:8]. Starting materials: COC(=O)c1cc2c(OC)cccc2[nH]1, [Na+], [OH-]. Yields the product COc1cccc2[nH]c(C(=O)O)cc12. As a reaction SMILES: [CH3:1][O:2][c:3]1[c:4]2[cH:5][c:6]([C:12](=[O:13])[O:14][CH3:15])[nH:7][c:8]2[cH:9][cH:10][cH:11]1.[Na+:17].[OH-:16]>>[CH3:1][O:2][c:3]1[c:4]2[cH:5][c:6]([C:12](=[O:13])[OH:14])[nH:7][c:8]2[cH:9][cH:10][cH:11]1. The reactants are CC(C)[Si](C(C)C)(C(C)C)n1ccc(-c2ccc(N3CC(=O)NS3(=O)=O)c(OCc3ccccc3)c2)c1, CCO, CCOC(C)=O, CCO. Product: CC(C)[Si](C(C)C)(C(C)C)n1ccc(-c2ccc(N3CC(=O)NS3(=O)=O)c(O)c2)c1. RXN SMILES: [CH2:1]([c:2]1[cH:3][cH:4][cH:5][cH:6][cH:7]1)[O:8][c:9]1[c:10]([N:30]2[CH2:31][C:32](=[O:37])[NH:33][S:34]2(=[O:35])=[O:36])[cH:11][cH:12][c:13](-[c:15]2[cH:16][n:17]([Si:20]([CH:21]([CH3:22])[CH3:23])([CH:24]([CH3:25])[CH3:26])[CH:27]([CH3:28])[CH3:29])[cH:18][cH:19]2)[cH:14]1.[CH3:38][CH2:39][OH:40].[CH3:41][CH2:42][O:43][C:44]([CH3:45])=[O:46].[CH3:47][CH2:48][OH:49]>>[OH:8][c:9]1[c:10]([N:30]2[CH2:31][C:32](=[O:37])[NH:33][S:34]2(=[O:35])=[O:36])[cH:11][cH:12][c:13](-[c:15]2[cH:16][n:17]([Si:20]([CH:21]([CH3:22])[CH3:23])([CH:24]([CH3:25])[CH3:26])[CH:27]([CH3:28])[CH3:29])[cH:18][cH:19]2)[cH:14]1. The reactants are BrBr, CCOC(C)=O, Nc1ccc([N+](=O)[O-])cc1[N+](=O)[O-]. Yields the product Nc1c(Br)cc([N+](=O)[O-])cc1[N+](=O)[O-]. As a reaction SMILES: [Br:14][Br:15].[CH3:16][CH2:17][O:18][C:19]([CH3:20])=[O:21].[NH2:1][c:2]1[cH:3][cH:4][c:5]([N+:11]([O-:12])=[O:13])[cH:6][c:7]1[N+:8]([O-:9])=[O:10]>>[NH2:1][c:2]1[c:3]([Br:14])[cH:4][c:5]([N+:11]([O-:12])=[O:13])[cH:6][c:7]1[N+:8]([O-:9])=[O:10].